From a dataset of the Open Reaction Database (ORD), a public repository of structured organic reaction records. describe an organic reaction: reactants, conditions, products, and yield Reactants: CC(C)[Si](N1N=CC2=CC(=CC=C12)C(=O)C1=C(C#N)C=CC=C1)(C(C)C)C(C)C (2-({1-[tris(1-methylethyl)silyl]-1H-indazol-5-yl}carbonyl)benzonitrile), C(C)O (ethanol), C(CC(O)(C(=O)O)CC(=O)O)(=O)O (citric acid). Solvent: C(C)(=O)OCC (ethyl acetate), [OH-].[Na+] (sodium hydroxide). Product: N1N=CC2=CC(=CC=C12)C(=O)C1=C(C(=O)O)C=CC=C1 (2-(1H-indazol-5-ylcarbonyl)benzoic acid). Reaction SMILES: CC([Si](C(C)C)(C(C)C)[N:5]1[C:13]2[C:8](=[CH:9][C:10](C(C3C=CC=CC=3C#N)=O)=[CH:11][CH:12]=2)[CH:7]=[N:6]1)C.[C:30](O)(=O)[CH2:31][C:32]([CH2:37][C:38]([OH:40])=[O:39])([C:34]([OH:36])=O)O.[CH2:43](O)[CH3:44]>[OH-].[Na+].C(OCC)(=O)C>[NH:5]1[C:13]2[C:8](=[CH:9][C:10]([C:34]([C:32]3[CH:31]=[CH:30][CH:44]=[CH:43][C:37]=3[C:38]([OH:40])=[O:39])=[O:36])=[CH:11][CH:12]=2)[CH:7]=[N:6]1 |f:3.4|. Reported procedure: A solution of 2-({1-[tris(1-methylethyl)silyl]-1H-indazol-5-yl}carbonyl)benzonitrile in ethanol (2.0 mL) and 20% aqueous sodium hydroxide solution (2.0 mL) was refluxed for 30 min. Solid citric acid was added to pH 3-4. The reaction mixture was diluted with ethyl acetate, dried (sodium sulfate), filtered and concentrated in vacuo to give 0.19 g (>100% crude yield) of 2-(1H-indazol-5-ylcarbonyl)benzoic acid. NMR analysis confirmed the concurrent loss of the triisopropylsilyl protecting group duri... The reactants are CSC=1C=C(C=CC1)NCC1=CC(=CC=C1)[N+](=O)[O-] (N-(3'-methylthiophenyl)-3-nitro-benzylamine), CS(=O)(=O)Cl (methane sulfonyl chloride). The product is [N+](=O)([O-])C=1C=C(CN(S(=O)(=O)C)C2=CC(=CC=C2)SC)C=CC1 (N-(3-nitrobenzyl)-N-(3'-methylthiophenyl)-methane sulfonamide). Reaction SMILES: [CH3:1][S:2][C:3]1[CH:4]=[C:5]([NH:9][CH2:10][C:11]2[CH:16]=[CH:15][CH:14]=[C:13]([N+:17]([O-:19])=[O:18])[CH:12]=2)[CH:6]=[CH:7][CH:8]=1.[CH3:20][S:21](Cl)(=[O:23])=[O:22]>>[N+:17]([C:13]1[CH:12]=[C:11]([CH:16]=[CH:15][CH:14]=1)[CH2:10][N:9]([C:5]1[CH:6]=[CH:7][CH:8]=[C:3]([S:2][CH3:1])[CH:4]=1)[S:21]([CH3:20])(=[O:23])=[O:22])([O-:19])=[O:18]. Procedure: The product of Example 4 is treated with methane sulfonyl chloride according to known procedures to yield the title product (Compound No. 6).